This data is from the Open Reaction Database (ORD), a public repository of structured organic reaction records. The task is: describe an organic reaction: reactants, conditions, products, and yield Starting materials: O (water), C(=O)(O)C[C@H]1CCCN(C2=C1C=CC=C2)C(C2=C(C=C(C=C2)N2CCCC2)Cl)=O ((5R)-5-carboxymethyl-1-[4-(1-pyrrolidinyl)-2-chlorobenzoyl]-2,3,4,5-tetrahydro-1H-benzazepine), C(C)(C)N (isopropylamine), P(=O)(OCC)(OCC)C#N (diethyl cyanophosphate). Run in C(C)(=O)OCC.CCCCCC (ethyl acetate n-hexane), CN(C=O)C (dimethylformamide). Reaction conditions: time 2 hour. Yields the product C(C)(C)NC(=O)C[C@H]1CCCN(C2=C1C=CC=C2)C(C2=C(C=C(C=C2)N2CCCC2)Cl)=O ((5R)-5-isopropylaminocarbonylmethyl-1-[4-(1-pyrrolidinyl)-2-chlorobenzoyl]-2,3,4,5-tetrahydro-1H-benzazepine). RXN SMILES: [C:1]([CH2:4][C@@H:5]1[C:11]2[CH:12]=[CH:13][CH:14]=[CH:15][C:10]=2[N:9]([C:16](=[O:29])[C:17]2[CH:22]=[CH:21][C:20]([N:23]3[CH2:27][CH2:26][CH2:25][CH2:24]3)=[CH:19][C:18]=2[Cl:28])[CH2:8][CH2:7][CH2:6]1)([OH:3])=O.[CH:30]([NH2:33])([CH3:32])[CH3:31].P(C#N)(OCC)(OCC)=O.O>CN(C)C=O.C(OCC)(=O)C.CCCCCC>[CH:30]([NH:33][C:1]([CH2:4][C@@H:5]1[C:11]2[CH:12]=[CH:13][CH:14]=[CH:15][C:10]=2[N:9]([C:16](=[O:29])[C:17]2[CH:22]=[CH:21][C:20]([N:23]3[CH2:27][CH2:26][CH2:25][CH2:24]3)=[CH:19][C:18]=2[Cl:28])[CH2:8][CH2:7][CH2:6]1)=[O:3])([CH3:32])[CH3:31] |f:5.6|. Reported procedure: To a solution of (5R)-5-carboxymethyl-1-[4-(1-pyrrolidinyl)-2-chlorobenzoyl]-2,3,4,5-tetrahydro-1H-benzazepine (21 g) in dimethylformamide (400 ml) are added isopropylamine (21.7 ml) and diethyl cyanophosphate (10 g) at room temperature, and the mixture is stirred at room temperature for two hours. To the reaction solution are added water and ethyl acetate--n-hexane (10:1), and the mixture is extracted twice. The organic layer is washed successively with a 5% citric acid, a saturated aqueous sod...